Dataset: the Open Reaction Database (ORD), a public repository of structured organic reaction records. Task: describe an organic reaction: reactants, conditions, products, and yield Reactants: [Si](C)(C)(C(C)(C)C)OCC=1C=C(C=CC1)CO ((3-tert-butyldimethylsilyloxymethylphenyl)methanol), BrC(Br)(Br)Br (tetrabromomethane), C1(=CC=CC=C1)P(C1=CC=CC=C1)C1=CC=CC=C1 (triphenylphosphine). The solvent is ClCCl (dichloromethane). Run at time 2 hour. The product is [Si](C)(C)(C(C)(C)C)OCC=1C=C(CBr)C=CC1 (3-tert-Butyldimethylsilyloxymethylbenzyl bromide). The yield is 100.1%. RXN SMILES: [Si:1]([O:8][CH2:9][C:10]1[CH:11]=[C:12]([CH2:16]O)[CH:13]=[CH:14][CH:15]=1)([C:4]([CH3:7])([CH3:6])[CH3:5])([CH3:3])[CH3:2].[Br:18]C(Br)(Br)Br.C1(P(C2C=CC=CC=2)C2C=CC=CC=2)C=CC=CC=1>ClCCl>[Si:1]([O:8][CH2:9][C:10]1[CH:11]=[C:12]([CH:13]=[CH:14][CH:15]=1)[CH2:16][Br:18])([C:4]([CH3:7])([CH3:6])[CH3:5])([CH3:3])[CH3:2]. Procedure: To a solution of (3-tert-butyldimethylsilyloxymethylphenyl)methanol (528 mg) and tetrabromomethane (694 mg) in dichloromethane (10 mL) was added triphenylphosphine (549 mg) at room temperature, and the mixture was stirred for 2 hours. The reaction mixture was purified by column chromatography on silica gel (eluent: hexane/ethyl acetate=5/1) to give the title compound (660 mg). Starting materials: FCCBr, N#CC(C#N)Cc1ccc(Br)cc1F, CN(C)C=O, [H-], [Na+]. Yields the product N#CC(C#N)(CCF)Cc1ccc(Br)cc1F. RXN SMILES: [Br:17][CH2:18][CH2:19][F:20].[Br:1][c:2]1[cH:3][c:4]([F:14])[c:5]([CH2:6][CH:7]([C:8]#[N:9])[C:10]#[N:11])[cH:12][cH:13]1.[CH3:21][N:22]([CH3:23])[CH:24]=[O:25].[H-:15].[Na+:16]>>[Br:1][c:2]1[cH:3][c:4]([F:14])[c:5]([CH2:6][C:7]([C:8]#[N:9])([C:10]#[N:11])[CH2:18][CH2:19][F:20])[cH:12][cH:13]1. Starting materials: COC(=O)c1ccc(C(C)NC(=O)c2cc(Cl)cnc2Cl)cc1, Oc1cccc(-c2ccncc2)c1. The product is COC(=O)c1ccc(C(C)NC(=O)c2cc(Cl)cnc2Oc2cccc(-c3ccncc3)c2)cc1. RXN SMILES: [Cl:1][c:2]1[n:3][cH:4][c:5]([Cl:23])[cH:6][c:7]1[C:8](=[O:9])[NH:10][CH:11]([CH3:12])[c:13]1[cH:14][cH:15][c:16]([C:17](=[O:18])[O:19][CH3:20])[cH:21][cH:22]1.[n:24]1[cH:25][cH:26][c:27](-[c:30]2[cH:31][c:32]([OH:36])[cH:33][cH:34][cH:35]2)[cH:28][cH:29]1>>[c:2]1([O:36][c:32]2[cH:31][c:30](-[c:27]3[cH:26][cH:25][n:24][cH:29][cH:28]3)[cH:35][cH:34][cH:33]2)[n:3][cH:4][c:5]([Cl:23])[cH:6][c:7]1[C:8](=[O:9])[NH:10][CH:11]([CH3:12])[c:13]1[cH:14][cH:15][c:16]([C:17](=[O:18])[O:19][CH3:20])[cH:21][cH:22]1.